This data is from the Open Reaction Database (ORD), a public repository of structured organic reaction records. The task is: describe an organic reaction: reactants, conditions, products, and yield Reactants: tin(H)chloride dihydrate, Cl (HCl), N1=CC(=CC=C1)C(C=1SC=CC1)O (2-(3-pyridylhydroxymethyl)thiophene). Solvent: C(C)(=O)O (acetic acid). Run at time 1.5 hour. Product: N1=CC(=CC=C1)CC=1SC=CC1 (2-(3-pyridylmethyl)thiophene). Isolated yield 32.5%. Reaction SMILES: [N:1]1[CH:6]=[CH:5][CH:4]=[C:3]([CH:7](O)[C:8]2[S:9][CH:10]=[CH:11][CH:12]=2)[CH:2]=1.Cl>C(O)(=O)C>[N:1]1[CH:6]=[CH:5][CH:4]=[C:3]([CH2:7][C:8]2[S:9][CH:10]=[CH:11][CH:12]=2)[CH:2]=1. Reported procedure: To a solution of 2-(3-pyridylhydroxymethyl)thiophene (8.82 g, 46.2 mmol), prepared as in step 1, in acetic acid (50 mL) was added tin(H)chloride dihydrate (22.9 g, 101 mmol) and HCl gas was bubbled through the reaction mixture for about 10 min. The reaction mixture was stirred for 1.5 hours at ambient temperature, and the liquid was decanted, concentrated in vacuo to a volume of about 10 mL, and poured into H2O. The aqueous solution was made basic by the slow addition of saturated aqueous NaHCO3... Reactants: ice water, N\C(=C/C(=O)OCC)\C(F)(F)F (ethyl 3-amino-4,4,4-trifluorocrotonate), C[O-].[Na+] (sodium methoxide), C(C)OC(=O)NC=1C(=CC2=C(N(C(CO2)=O)CC#C)C1)F (6-ethoxycarbonylamino-7-fluoro-3-oxo-4-propargyl-2H-1,4-benzoxazine). The solvent is CN(C=O)C (dimethylformamide). Reaction conditions: temperature 130 celsius, time 20 minute. Yields the product FC1=CC2=C(N(C(CO2)=O)CC#C)C=C1N1C(NC(=CC1=O)C(F)(F)F)=O (3-(7-fluoro-3-oxo-4-propargyl-2H-1,4-benzoxazin-6-yl)-6-trifluoromethyl-2,4 (1H,3H)-pyrimidinedione). Yield: 8.7%. Reaction SMILES: [NH2:1]/[C:2](/[C:9]([F:12])([F:11])[F:10])=[CH:3]\[C:4]([O:6]CC)=O.C[O-].[Na+].C([O:18][C:19]([NH:21][C:22]1[C:23]([F:36])=[CH:24][C:25]2[O:30][CH2:29][C:28](=[O:31])[N:27]([CH2:32][C:33]#[CH:34])[C:26]=2[CH:35]=1)=O)C>CN(C)C=O>[F:36][C:23]1[C:22]([N:21]2[C:4](=[O:6])[CH:3]=[C:2]([C:9]([F:10])([F:11])[F:12])[NH:1][C:19]2=[O:18])=[CH:35][C:26]2[N:27]([CH2:32][C:33]#[CH:34])[C:28](=[O:31])[CH2:29][O:30][C:25]=2[CH:24]=1 |f:1.2|. Reported procedure: 1.10 g of ethyl 3-amino-4,4,4-trifluorocrotonate was added to a mixture of 0.33 g of sodium methoxide and 5 ml of dimethylformamide at room temperature. After standing for 20 minutes, the mixed solution was added with 1.76 g of 6-ethoxycarbonylamino-7-fluoro-3-oxo-4-propargyl-2H-1,4-benzoxazine and heated at 130° C. for 4 hours. After cooling the solution to room temperature, the solution was poured into ice water and the resultant solution was extracted twice with diethyl ether. The aqueous lay...